describe an organic reaction: reactants, conditions, products, and yield From a dataset of the Open Reaction Database (ORD), a public repository of structured organic reaction records. Starting materials: CN(C)P(N(C)C)N(C)C (Tris(dimethylamino)phosphine), BrC(F)(F)Br (dibromodifluoromethane), ice, O=C(CCCC(=O)OCC1=CC=CC=C1)C (benzyl 5-oxohexanoate). Solvent: COCCOCCOC (diglyme), COCCOCCOC (diglyme). Run at time 3 hour. Yields the product FC(=C(CCCC(=O)OCC1=CC=CC=C1)C)F (Benzyl 6,6-difluoro-5-methyl-5-hexenoate). As a reaction SMILES: CN(P(N(C)C)N(C)C)C.Br[C:12](Br)([F:14])[F:13].O=[C:17]([CH3:31])[CH2:18][CH2:19][CH2:20][C:21]([O:23][CH2:24][C:25]1[CH:30]=[CH:29][CH:28]=[CH:27][CH:26]=1)=[O:22]>COCCOCCOC>[F:13][C:12]([F:14])=[C:17]([CH3:31])[CH2:18][CH2:19][CH2:20][C:21]([O:23][CH2:24][C:25]1[CH:30]=[CH:29][CH:28]=[CH:27][CH:26]=1)=[O:22]. Procedure: 27.85 g Tris(dimethylamino)phosphine was added dropwise to a solution of 17.90 g dibromodifluoromethane in 130 ml diglyme, maintained under a nitrogen atmosphere and ice bath cooling. After stirring for one hour on the ice bath, 8.82 g benzyl 5-oxohexanoate in 70 ml diglyme was added slowly, dropwise. The ice bath was then removed and the reaction mixture stirred for 3 hours at room temperature, allowed to stand overnight, poured into 200 ml ice water and extracted with ether. The ether phase wa... Starting materials: C(C)(C)(C)C1=CC=C(C=C1)S(=O)(=O)NC1=NC(=NC(=C1OC1=C(C=CC=C1)OC)Cl)Cl (4-t-butyl-N-[2,6-dichloro-5-(2-methoxyphenoxy)-4-pyrimidinyl]benzenesulfonamide), C1(=CC=CC=C1)N1CCNCC1 (1-phenylpiperazine). Product: C(C)(C)(C)C1=CC=C(C=C1)S(=O)(=O)NC1=NC(=NC(=C1OC1=C(C=CC=C1)OC)Cl)N1CCN(CC1)C1=CC=CC=C1 (4-t-butyl-N-[6-chloro-5-(2-methoxyphenoxy)-2-(4- phenylpiperazinyl)-4-pyrimidinyl]benzenesulfonamide). As a reaction SMILES: [C:1]([C:5]1[CH:10]=[CH:9][C:8]([S:11]([NH:14][C:15]2[C:20]([O:21][C:22]3[CH:27]=[CH:26][CH:25]=[CH:24][C:23]=3[O:28][CH3:29])=[C:19]([Cl:30])[N:18]=[C:17](Cl)[N:16]=2)(=[O:13])=[O:12])=[CH:7][CH:6]=1)([CH3:4])([CH3:3])[CH3:2].[C:32]1([N:38]2[CH2:43][CH2:42][NH:41][CH2:40][CH2:39]2)[CH:37]=[CH:36][CH:35]=[CH:34][CH:33]=1>>[C:1]([C:5]1[CH:10]=[CH:9][C:8]([S:11]([NH:14][C:15]2[C:20]([O:21][C:22]3[CH:27]=[CH:26][CH:25]=[CH:24][C:23]=3[O:28][CH3:29])=[C:19]([Cl:30])[N:18]=[C:17]([N:41]3[CH2:42][CH2:43][N:38]([C:32]4[CH:37]=[CH:36][CH:35]=[CH:34][CH:33]=4)[CH2:39][CH2:40]3)[N:16]=2)(=[O:12])=[O:13])=[CH:7][CH:6]=1)([CH3:4])([CH3:2])[CH3:3]. Procedure: The procedure described in Synthesis Example 2 was repeated by use of 4-t-butyl-N-[2,6-dichloro-5-(2-methoxyphenoxy)-4-pyrimidinyl]benzenesulfonamide (5) and 1-phenylpiperazine, to thereby obtain the title compound. Starting materials: OCCOCCCC1CCCCC1, O=S(Cl)Cl, c1ccncc1. The product is ClCCOCCCC1CCCCC1. RXN SMILES: [CH:1]1([CH2:7][CH2:8][CH2:9][O:10][CH2:11][CH2:12][OH:13])[CH2:2][CH2:3][CH2:4][CH2:5][CH2:6]1.[S:14]([Cl:15])([Cl:16])=[O:17].[cH:18]1[cH:19][cH:20][n:21][cH:22][cH:23]1>>[CH:1]1([CH2:7][CH2:8][CH2:9][O:10][CH2:11][CH2:12][Cl:16])[CH2:2][CH2:3][CH2:4][CH2:5][CH2:6]1. The reactants are ClCCl, O=C(Cl)C1CC1, COC(=O)c1ccc(N)o1, [Na+], O=C([O-])O, c1ccncc1. The product is COC(=O)c1ccc(NC(=O)C2CC2)o1. As a reaction SMILES: [CH2:28]([Cl:29])[Cl:30].[CH:17]1([C:20](=[O:21])[Cl:22])[CH2:18][CH2:19]1.[NH2:1][c:2]1[cH:3][cH:4][c:5]([C:7](=[O:8])[O:9][CH3:10])[o:6]1.[Na+:23].[OH:24][C:25](=[O:26])[O-:27].[cH:11]1[cH:12][cH:13][n:14][cH:15][cH:16]1>>[NH:1]([c:2]1[cH:3][cH:4][c:5]([C:7](=[O:8])[O:9][CH3:10])[o:6]1)[C:20]([CH:17]1[CH2:18][CH2:19]1)=[O:21]. Starting materials: C(C)(=O)OCC (ethyl acetate), compound 96, BrC=1C=C2C(=NC1)N(N=C2C)CC2=CC=C(C=C2)OC (5-bromo-1-(4-methoxybenzyl)-3-methyl-1H-pyrazolo[3,4-b]pyridine), ClC=1C=C(C=CC1)B1OC(C(O1)(C)C)(C)C (2-(3-chlorophenyl)-4,4,5,5-tetramethyl-1,3,2-dioxaborolane), C(=O)([O-])[O-].[Cs+].[Cs+] (Cs2CO3). Procedure: To a stirred solution of 5-bromo-1-(4-methoxybenzyl)-3-methyl-1H-pyrazolo[3,4-b]pyridine (7) (100 mg, 0.301 mmol, 1 eq) and 2-(3-chlorophenyl)-4,4,5,5-tetramethyl-1,3,2-dioxaborolane (95) (71 mg, 0.301 mmol, 1 eq) in 1,2-dimethoxyethane (10 mL) was added Cs2CO3 (244 mg, 0.752 mmol, 25 eq) 2M aqueous solution followed by degassing, purging with N2 for 15 min and addition of Pd(PPh3)4 (13 mg, 0.012 mmol, 0.04 eq). The reaction mixture was heated at 100° C. in a sealed tube overnight. After complet... The reagents and catalysts are C=1C=CC(=CC1)[P](C=2C=CC=CC2)(C=3C=CC=CC3)[Pd]([P](C=4C=CC=CC4)(C=5C=CC=CC5)C=6C=CC=CC6)([P](C=7C=CC=CC7)(C=8C=CC=CC8)C=9C=CC=CC9)[P](C=1C=CC=CC1)(C=1C=CC=CC1)C=1C=CC=CC1 (Pd(PPh3)4). As a reaction SMILES: Br[C:2]1[CH:3]=[C:4]2[C:10]([CH3:11])=[N:9][N:8]([CH2:12][C:13]3[CH:18]=[CH:17][C:16]([O:19][CH3:20])=[CH:15][CH:14]=3)[C:5]2=[N:6][CH:7]=1.[Cl:21][C:22]1[CH:23]=[C:24](B2OC(C)(C)C(C)(C)O2)[CH:25]=[CH:26][CH:27]=1.C([O-])([O-])=O.[Cs+].[Cs+].C(OCC)(=O)C>COCCOC.CCCCCC.C1C=CC([P]([Pd]([P](C2C=CC=CC=2)(C2C=CC=CC=2)C2C=CC=CC=2)([P](C2C=CC=CC=2)(C2C=CC=CC=2)C2C=CC=CC=2)[P](C2C=CC=CC=2)(C2C=CC=CC=2)C2C=CC=CC=2)(C2C=CC=CC=2)C2C=CC=CC=2)=CC=1>[Cl:21][C:22]1[CH:27]=[C:26]([C:2]2[CH:3]=[C:4]3[C:10]([CH3:11])=[N:9][N:8]([CH2:12][C:13]4[CH:18]=[CH:17][C:16]([O:19][CH3:20])=[CH:15][CH:14]=4)[C:5]3=[N:6][CH:7]=2)[CH:25]=[CH:24][CH:23]=1 |f:2.3.4,^1:64,66,85,104|. Product: ClC=1C=C(C=CC1)C=1C=C2C(=NC1)N(N=C2C)CC2=CC=C(C=C2)OC (5-(3-chlorophenyl)-1-(4-methoxybenzyl)-3-methyl-1H-pyrazolo[3,4-b]pyridine). Conditions: temperature 100 celsius. Solvent: CCCCCC (hexane), COCCOC (1,2-dimethoxyethane). The reactants are COC(=O)c1ccc(Cc2cccc3ccc(C#N)cc23)c(OC)c1, ClCCl, CC(=O)O, [Na+], [OH-]. Yields the product COC(=O)c1ccc(Cc2cccc3ccc(C(N)=O)cc23)c(OC)c1. As a reaction SMILES: [C:1](#[N:2])[c:3]1[cH:4][cH:5][c:6]2[cH:7][cH:8][cH:9][c:10]([CH2:13][c:14]3[c:15]([O:24][CH3:25])[cH:16][c:17]([C:18](=[O:19])[O:20][CH3:21])[cH:22][cH:23]3)[c:11]2[cH:12]1.[CH2:32]([Cl:33])[Cl:34].[CH3:26][C:27]([OH:28])=[O:29].[Na+:31].[OH-:30]>>[C:1]([NH2:2])([c:3]1[cH:4][cH:5][c:6]2[cH:7][cH:8][cH:9][c:10]([CH2:13][c:14]3[c:15]([O:24][CH3:25])[cH:16][c:17]([C:18](=[O:19])[O:20][CH3:21])[cH:22][cH:23]3)[c:11]2[cH:12]1)=[O:28]. The reactants are O=C(O)c1ncc(Cl)cc1F, CC1(c2cc(N)ccc2F)N=C(N)OCC1(F)F. Yields the product CC1(c2cc(NC(=O)c3ncc(Cl)cc3F)ccc2F)N=C(N)OCC1(F)F. As a reaction SMILES: [Cl:19][c:20]1[cH:21][c:22]([F:29])[c:23]([C:26](=[O:27])[OH:28])[n:24][cH:25]1.[NH2:1][c:2]1[cH:3][cH:4][c:5]([F:18])[c:6]([C:8]2([CH3:17])[N:9]=[C:10]([NH2:16])[O:11][CH2:12][C:13]2([F:14])[F:15])[cH:7]1>>[NH:1]([c:2]1[cH:3][cH:4][c:5]([F:18])[c:6]([C:8]2([CH3:17])[N:9]=[C:10]([NH2:16])[O:11][CH2:12][C:13]2([F:14])[F:15])[cH:7]1)[C:26]([c:23]1[c:22]([F:29])[cH:21][c:20]([Cl:19])[cH:25][n:24]1)=[O:27]. The reactants are [Br-], O=C1CCC(=O)CC1, C1CCOC1, [Mg+]c1ccccc1. Product: O=C1CCC(O)(c2ccccc2)CC1. Reaction SMILES: [Br-:9].[C:1]1(=[O:8])[CH2:2][CH2:3][C:4](=[O:7])[CH2:5][CH2:6]1.[CH2:17]1[O:18][CH2:19][CH2:20][CH2:21]1.[c:10]1([Mg+:16])[cH:11][cH:12][cH:13][cH:14][cH:15]1>>[C:1]1(=[O:8])[CH2:2][CH2:3][C:4]([OH:7])([c:10]2[cH:11][cH:12][cH:13][cH:14][cH:15]2)[CH2:5][CH2:6]1. Reactants: C(#N)CC1=NC(=CC=C1)CC#N (2,6-bis(cyanomethyl)pyridine). Reagents/catalysts: [Ni] (Raney nickel). Solvent: CO (methanol). Run at time 48 hour. The product is NCCC1=NC(=CC=C1)CCN (2,6-bis(2-aminoethyl)pyridine). The yield is 82.9%. Reaction SMILES: [C:1]([CH2:3][C:4]1[CH:9]=[CH:8][CH:7]=[C:6]([CH2:10][C:11]#[N:12])[N:5]=1)#[N:2]>CO.[Ni]>[NH2:2][CH2:1][CH2:3][C:4]1[CH:9]=[CH:8][CH:7]=[C:6]([CH2:10][CH2:11][NH2:12])[N:5]=1. Reported procedure: To a solution of 2,6-bis(cyanomethyl)pyridine (4.3 g, 27 mmol) in methanol (75 ml, saturated with ammonia) was added Raney nickel (10.0 g, excess) and the mixture hydrogenated at 45 psi and room temperature for 48 hours. The catalyst was filtered off and the solvent evaporated in vacuo to give 2,6-bis(2-aminoethyl)pyridine as a brown viscous oil (3.7 g, 83%). This was used without further purification.